This data is from the Open Reaction Database (ORD), a public repository of structured organic reaction records. The task is: describe an organic reaction: reactants, conditions, products, and yield Starting materials: C(C)(=O)OCC (Ethyl acetate), FC(OC1=CC=C(C=C1)C=CC=1OC=C(N1)CO)(F)F ({2-[2-(4-Trifluoromethoxy-phenyl)-vinyl]-oxazol-4-yl}-methanol), ClC=1N=NC(=CC1)CCCCN1N=NC=C1 (3-chloro-6-(4-[1,2,3]triazol-1-yl-butyl)-pyridazine), CC(C)([O-])C.[Na+] (sodium tert-butoxide). Solvent: O1CCCC1 (tetrahydrofuran). Run at time 15 minute. The product is N1(N=NC=C1)CCCCC=1N=NC(=CC1)OCC=1N=C(OC1)C=CC1=CC=C(C=C1)OC(F)(F)F (3-(4-[1,2,3]triazol-1-yl-butyl)-6-{2-[2-(4-trifluoromethoxy-phenyl)-vinyl]-oxazol-4-ylmethoxy}-pyridazine). Reaction SMILES: [F:1][C:2]([F:20])([F:19])[O:3][C:4]1[CH:9]=[CH:8][C:7]([CH:10]=[CH:11][C:12]2[O:13][CH:14]=[C:15]([CH2:17][OH:18])[N:16]=2)=[CH:6][CH:5]=1.CC(C)([O-])C.[Na+].Cl[C:28]1[N:29]=[N:30][C:31]([CH2:34][CH2:35][CH2:36][CH2:37][N:38]2[CH:42]=[CH:41][N:40]=[N:39]2)=[CH:32][CH:33]=1.C(OCC)(=O)C>O1CCCC1>[N:38]1([CH2:37][CH2:36][CH2:35][CH2:34][C:31]2[N:30]=[N:29][C:28]([O:18][CH2:17][C:15]3[N:16]=[C:12]([CH:11]=[CH:10][C:7]4[CH:8]=[CH:9][C:4]([O:3][C:2]([F:1])([F:19])[F:20])=[CH:5][CH:6]=4)[O:13][CH:14]=3)=[CH:33][CH:32]=2)[CH:42]=[CH:41][N:40]=[N:39]1 |f:1.2|. Procedure details: {2-[2-(4-Trifluoromethoxy-phenyl)-vinyl]-oxazol-4-yl}-methanol (0.050 g, 0.17 mmol) is dissolved in anhydrous tetrahydrofuran (THF) (2 ml) followed by addition of sodium tert-butoxide (NaOtBu) (0.019 g, 0.19 mmol). After stirring for 15 min at r.t. 3-chloro-6-(4-[1,2,3]triazol-1-yl-butyl)-pyridazine (0.035 g, 0.15 mmol) is added slowly and stirred for further 4 h at 60° C. Ethyl acetate (20 ml) is added, the mixture is washed with saturated ammonium chloride (NH4Cl), dried over Na2SO4 and concen... Run at time 5 minute. Product: C(CCCCCCC)OC1=CC=C(C=C1)C(=O)OC1=CC=C(C(=O)O)C=C1 (4-(4-octyloxyphenylcabonyloxy)benzoic acid). Reaction SMILES: [CH2:1]([O:9][C:10]1[CH:15]=[CH:14][C:13]([C:16]([O:18][C:19]2[CH:26]=[CH:25][C:22]([CH:23]=[O:24])=[CH:21][CH:20]=2)=[O:17])=[CH:12][CH:11]=1)[CH2:2][CH2:3][CH2:4][CH2:5][CH2:6][CH2:7][CH3:8].[Mn]([O-])(=O)(=O)=[O:28].[K+].S(=O)(O)[O-].[Na+]>CC(C)=O.O>[CH2:1]([O:9][C:10]1[CH:15]=[CH:14][C:13]([C:16]([O:18][C:19]2[CH:26]=[CH:25][C:22]([C:23]([OH:28])=[O:24])=[CH:21][CH:20]=2)=[O:17])=[CH:12][CH:11]=1)[CH2:2][CH2:3][CH2:4][CH2:5][CH2:6][CH2:7][CH3:8] |f:1.2,3.4|. Yield: 86.8%. Reactants: [Mn](=O)(=O)(=O)[O-].[K+] (potassium permanganate), C(CCCCCCC)OC1=CC=C(C=C1)C(=O)OC1=CC=C(C=O)C=C1 (4-(4-octyloxyphenylcarbonyloxy)benzaldehyde), S([O-])(O)=O.[Na+] (sodium bisulfite). Reported procedure: 2.0 g (5.6 mmol) of 4-(4-octyloxyphenylcarbonyloxy)benzaldehyde was dissolved in 100 ml of acetone and then 900 mg (5.6 mmol) of potassium permanganate was added dropwise thereto over about 5 minutes. After the mixture was stirred at room temperature for a night, 1.0 g (9.6 mmol) of sodium bisulfite dissolved in 20 ml of water was added thereto to adjust pH to not more than 1. After the acetone was distilled off, the white precipitate was taken out by filtration and recrystallized from 60 ml of ... Solvent: CC(=O)C (acetone), O (water). Reactants: O=C1[C@@H](N(CO1)C(=O)OCC1=CC=CC=C1)CCC(=O)O ((S)-5-oxo-3-[(phenylmethoxy)carbonyl]-4-Oxazolidinepropanoic Acid), [Cr](=O)(=O)([O-])Cl.[NH+]1=CC=CC=C1 (pyridinium chlorochromate). Run in C1CCOC1 (THF), C(Cl)Cl (methylene chloride). Conditions: time 12 hour. Product: O=C1[C@@H](N(CO1)C(=O)OCC1=CC=CC=C1)CCC=O ((S)-5-oxo-3-[(phenylmethoxy)carbonyl]-4-Oxazolidinepropanal). The yield is 51.4%. Reaction SMILES: [O:1]=[C:2]1[O:6][CH2:5][N:4]([C:7]([O:9][CH2:10][C:11]2[CH:16]=[CH:15][CH:14]=[CH:13][CH:12]=2)=[O:8])[C@H:3]1[CH2:17][CH2:18][C:19](O)=[O:20].[Cr](Cl)([O-])(=O)=O.[NH+]1C=CC=CC=1>C1COCC1.C(Cl)Cl>[O:1]=[C:2]1[O:6][CH2:5][N:4]([C:7]([O:9][CH2:10][C:11]2[CH:12]=[CH:13][CH:14]=[CH:15][CH:16]=2)=[O:8])[C@H:3]1[CH2:17][CH2:18][CH:19]=[O:20] |f:1.2|. Reported procedure: A solution of 27 g (92.7 mmol) of the crude acid (43c) in 200 mL of THF is cooled to 0° C. and 13 mL (10.7 g, 141 mmol) of borane-methyl sulfide complex is added dropwise via an addition funnel. The reaction is allowed to warm gradually to room temperature and stirred for 12 h. The resulting mixture is concentrated in vacuo to give a white glassy material which is taken up in 500 mL of methylene chloride and treated with of pyridinium chlorochromate (61 g, 281 mmol) at 0° C. in the presence of 3... Reactants: C(C1=CC=CC=C1)NC=O (N-benzylformamide), F[B-](F)(F)F.C(C)[O+](CC)CC (triethyloxonium fluoroborate). Solvent: C(Cl)Cl (methylene chloride), C(Cl)Cl (methylene chloride). The product is C(C1=CC=CC=C1)N=COCC (Ethyl N-Benzylformimidate). As a reaction SMILES: [CH2:1]([NH:8][CH:9]=[O:10])[C:2]1[CH:7]=[CH:6][CH:5]=[CH:4][CH:3]=1.F[B-](F)(F)F.[CH2:16]([O+](CC)CC)[CH3:17]>C(Cl)Cl>[CH2:1]([N:8]=[CH:9][O:10][CH2:16][CH3:17])[C:2]1[CH:7]=[CH:6][CH:5]=[CH:4][CH:3]=1 |f:1.2|. Procedure details: A solution of 690 mg (5.1 mmoles) of N-benzylformamide in 5 ml of methylene chloride is cooled in an ice-water bath and put under an argon blanket. The solution is stirred while 4.9 ml (4.9 mmoles) of 1 M triethyloxonium fluoroborate in methylene chloride is added dropwise. After a 45 minute reaction time, the mixture is concentrated to dryness under reduced pressure at room temperature, and the residue is dried under reduced pressure over P2O5. The nuclear magnetic resonance spectrum of the pro... Reactants: ClCCCCCBr, O=C([O-])[O-], CCOC(=O)CC(C)=O, CC(=O)CC(C)C, [K+], [K+]. The product is CCOC(=O)C(CCCCCCl)C(C)=O. RXN SMILES: [Br:10][CH2:11][CH2:12][CH2:13][CH2:14][CH2:15][Cl:16].[C:17](=[O:18])([O-:19])[O-:20].[C:1]([CH2:2][C:3](=[O:4])[CH3:5])(=[O:6])[O:7][CH2:8][CH3:9].[CH2:23]([C:24]([CH3:25])=[O:26])[CH:27]([CH3:28])[CH3:29].[K+:21].[K+:22]>>[C:1]([CH:2]([C:3](=[O:4])[CH3:5])[CH2:11][CH2:12][CH2:13][CH2:14][CH2:15][Cl:16])(=[O:6])[O:7][CH2:8][CH3:9].